From a dataset of the Open Reaction Database (ORD), a public repository of structured organic reaction records. describe an organic reaction: reactants, conditions, products, and yield Starting materials: [Ba+2], COC(=O)COc1c(C(=O)N2CCCCC2)sc(Br)c1Br, [OH-], [OH-], O, O, O, O, O, O, O, O. The product is O=C(O)COc1c(C(=O)N2CCCCC2)sc(Br)c1Br. RXN SMILES: [Ba+2:31].[CH3:1][O:2][C:3]([CH2:4][O:5][c:6]1[c:7]([C:13](=[O:14])[N:15]2[CH2:16][CH2:17][CH2:18][CH2:19][CH2:20]2)[s:8][c:9]([Br:12])[c:10]1[Br:11])=[O:21].[OH-:30].[OH-:32].[OH2:22].[OH2:23].[OH2:24].[OH2:25].[OH2:26].[OH2:27].[OH2:28].[OH2:29]>>[O:2]=[C:3]([CH2:4][O:5][c:6]1[c:7]([C:13](=[O:14])[N:15]2[CH2:16][CH2:17][CH2:18][CH2:19][CH2:20]2)[s:8][c:9]([Br:12])[c:10]1[Br:11])[OH:21]. Reactants: C=CCC(CCCCCCCCC)OCc1ccccc1, B1C2CCCC1CCC2, C1CCOC1. The product is CCCCCCCCCC(CCCO)OCc1ccccc1. As a reaction SMILES: [CH2:1]([c:2]1[cH:3][cH:4][cH:5][cH:6][cH:7]1)[O:8][CH:9]([CH2:10][CH:11]=[CH2:12])[CH2:13][CH2:14][CH2:15][CH2:16][CH2:17][CH2:18][CH2:19][CH2:20][CH3:21].[CH:22]12[CH2:23][CH2:24][CH2:25][CH:26]([BH:27]1)[CH2:28][CH2:29][CH2:30]2.[O:31]1[CH2:32][CH2:33][CH2:34][CH2:35]1>>[CH2:1]([c:2]1[cH:3][cH:4][cH:5][cH:6][cH:7]1)[O:8][CH:9]([CH2:10][CH2:11][CH2:12][OH:31])[CH2:13][CH2:14][CH2:15][CH2:16][CH2:17][CH2:18][CH2:19][CH2:20][CH3:21]. Reactants: [K+], O=N[O-], CN1CCc2nc(N)sc2C1, [Na+], [OH-], O, OP(O)P(O)O, O=S(=O)(O)O. Product: CN1CCc2ncsc2C1. Reaction SMILES: [K+:17].[N:12]([O-:13])=[O:14].[NH2:1][c:2]1[s:3][c:4]2[c:9]([n:10]1)[CH2:8][CH2:7][N:6]([CH3:11])[CH2:5]2.[Na+:15].[OH-:16].[OH2:29].[P:23]([P:24]([OH:25])[OH:26])([OH:27])[OH:28].[S:18](=[O:19])(=[O:20])([OH:21])[OH:22]>>[cH:2]1[s:3][c:4]2[c:9]([n:10]1)[CH2:8][CH2:7][N:6]([CH3:11])[CH2:5]2. Reactants: NC1=CC2=C(N=CN2)C=C1 (5-aminobenzimidazole), ClCl (Cl2), N (NH3). Solvent: CC(=O)O (AcOH). The product is ClC1=C(C=CC=2N=CNC21)N (4-chloro-5-aminobenzimidazole). As a reaction SMILES: [NH2:1][C:2]1[CH:10]=[CH:9][C:5]2[N:6]=[CH:7][NH:8][C:4]=2[CH:3]=1.[Cl:11]Cl.N>CC(O)=O>[Cl:11][C:3]1[C:4]2[NH:8][CH:7]=[N:6][C:5]=2[CH:9]=[CH:10][C:2]=1[NH2:1]. Procedure: To a solution of 5-aminobenzimidazole (1.0 g, 7.5 mmol) in 20 ml of AcOH was added Cl2 saturated AcOH solution until it produced a precipitation. The reaction mixture was concentrated in vacuo, yielding a dark residue which was subjected to column chromatography (NH3 sat'd 30% MeOH/EtOAc) to yield 120 mg (0.72 mmol) of 4-chloro-5-aminobenzimidazole. Starting materials: CC1=NN(C(=C1C1=CC=CC=C1)C)C1=CC=C(C=N1)CC#N ([6-(3,5-dimethyl-4-phenyl-1H-pyrazol-1-yl)pyridin-3-yl]acetonitrile), O.NN (hydrazine monohydrate). The reagents and catalysts are [Ni] (Ni). Solvent: C(C)O (ethanol). Reaction conditions: temperature 60 celsius, time 6 hour. The product is CC1=NN(C(=C1C1=CC=CC=C1)C)C1=CC=C(C=N1)CCN (2-[6-(3,5-dimethyl-4-phenyl-1H-pyrazol-1-yl)pyridin-3-yl]ethanamine). As a reaction SMILES: [CH3:1][C:2]1[C:6]([C:7]2[CH:12]=[CH:11][CH:10]=[CH:9][CH:8]=2)=[C:5]([CH3:13])[N:4]([C:14]2[N:19]=[CH:18][C:17]([CH2:20][C:21]#[N:22])=[CH:16][CH:15]=2)[N:3]=1.O.NN>[Ni].C(O)C>[CH3:1][C:2]1[C:6]([C:7]2[CH:8]=[CH:9][CH:10]=[CH:11][CH:12]=2)=[C:5]([CH3:13])[N:4]([C:14]2[N:19]=[CH:18][C:17]([CH2:20][CH2:21][NH2:22])=[CH:16][CH:15]=2)[N:3]=1 |f:1.2|. Procedure details: A mixture of [6-(3,5-dimethyl-4-phenyl-1H-pyrazol-1-yl)pyridin-3-yl]acetonitrile (step 3, 633 mg, 2.20 mmol), Raney Ni (W2, 0.5 g), hydrazine monohydrate (1.1 mL, 22.0 mmol), and ethanol (20 mL) was stirred at 60° C. for 6 h. After cooling to room temperature, the mixture was filtered through a bed of celite. The filtrate was evaporated to afford 642 mg (quant.) of title compound: MS (ESI) m/z 293 [M+H]+. Reactants: [N+](=O)([O-])C1=CC=C(C=C1)NC(=O)N1CCC(C2=C(C1)C=CC=C2)CC(=O)OC (methyl 2-(2-(N-(4-nitrophenyl)carbamoyl)-1H,3H,4H,5H-benzo[e]azapin-5-yl)acetate). The reagents and catalysts are [Pd] (Pd/C). The solvent is CO (methanol). The product is NC1=CC=C(C=C1)NC(=O)N1CCC(C2=C(C1)C=CC=C2)CC(=O)OC (Methyl 2-(2-(N-(4-aminophenyl)carbamoyl)-1H,3H,4H,5H-benzo[e]azapin-5-yl)acetate). RXN SMILES: [N+:1]([C:4]1[CH:9]=[CH:8][C:7]([NH:10][C:11]([N:13]2[CH2:19][C:18]3[CH:20]=[CH:21][CH:22]=[CH:23][C:17]=3[CH:16]([CH2:24][C:25]([O:27][CH3:28])=[O:26])[CH2:15][CH2:14]2)=[O:12])=[CH:6][CH:5]=1)([O-])=O>CO.[Pd]>[NH2:1][C:4]1[CH:9]=[CH:8][C:7]([NH:10][C:11]([N:13]2[CH2:19][C:18]3[CH:20]=[CH:21][CH:22]=[CH:23][C:17]=3[CH:16]([CH2:24][C:25]([O:27][CH3:28])=[O:26])[CH2:15][CH2:14]2)=[O:12])=[CH:6][CH:5]=1. Procedure: Methyl 2-(2-(N-(4-aminophenyl)carbamoyl)-1H,3H,4H,5H-benzo[e]azapin-5-yl)acetate was prepared by hydrogenation of methyl 2-(2-(N-(4-nitrophenyl)carbamoyl)-1H,3H,4H,5H-benzo[e]azapin-5-yl)acetate with Pd/C in methanol. EI-MS m/z 354 (M+H)+ The reactants are Diisopropyl azidocarboxylate, C(C)(C)(C)OC(=O)[C@H]1[C@@H](C[C@@H](C1)O)C(N[C@]1([C@@H](C1)C=C)C(=O)OCC)=O ((1R,2R,4S)-2-((1R,2S)-1-Ethoxycarbonyl-2-vinyl-cyclopropylcarbamoyl)-4-hydroxy-cyclopentanecarboxylic acid tert-butyl ester), COC1=CC=C2C(=NC(=NC2=C1)C1=CC=CC=C1)O (7-methoxy-2-phenyl-quinazolin-4-ol), C1(=CC=CC=C1)P(C1=CC=CC=C1)C1=CC=CC=C1 (triphenyl phosphine). The solvent is C1CCOC1 (THF). Run at temperature 0 celsius, time 12 hour. Yields the product C(C)(C)(C)OC(=O)C1C(CC(C1)OC1=NC(=NC2=CC(=CC=C12)OC)C1=CC=CC=C1)C(NC1(C(C1)C=C)C(=O)OCC)=O (2-(1-Ethoxycarbonyl-2-vinyl-cyclopropylcarbamoyl)-4-(7-methoxy-2-phenyl-quinazolin-4-yloxy)-cyclopentanecarboxylic acid tert-butyl ester). Yield: 68.1%. RXN SMILES: [C:1]([O:5][C:6]([C@@H:8]1[CH2:12][C@@H:11]([OH:13])[CH2:10][C@H:9]1[C:14](=[O:26])[NH:15][C@:16]1([C:21]([O:23][CH2:24][CH3:25])=[O:22])[CH2:18][C@H:17]1[CH:19]=[CH2:20])=[O:7])([CH3:4])([CH3:3])[CH3:2].[CH3:27][O:28][C:29]1[CH:38]=[C:37]2[C:32]([C:33](O)=[N:34][C:35]([C:39]3[CH:44]=[CH:43][CH:42]=[CH:41][CH:40]=3)=[N:36]2)=[CH:31][CH:30]=1.C1(P(C2C=CC=CC=2)C2C=CC=CC=2)C=CC=CC=1>C1COCC1>[C:1]([O:5][C:6]([CH:8]1[CH2:12][CH:11]([O:13][C:33]2[C:32]3[C:37](=[CH:38][C:29]([O:28][CH3:27])=[CH:30][CH:31]=3)[N:36]=[C:35]([C:39]3[CH:40]=[CH:41][CH:42]=[CH:43][CH:44]=3)[N:34]=2)[CH2:10][CH:9]1[C:14](=[O:26])[NH:15][C:16]1([C:21]([O:23][CH2:24][CH3:25])=[O:22])[CH2:18][CH:17]1[CH:19]=[CH2:20])=[O:7])([CH3:4])([CH3:2])[CH3:3]. Procedure: Compound 35 (700 mg, 1.9 mmol), 7-methoxy-2-phenyl-quinazolin-4-ol (670 mg, 2.66 mmol) and triphenyl phosphine (1245 mg, 4.75 mmol) were dissolved in THF (50 ml) and cooled to 0° C. Diisopropyl azidocarboxylate (960 mg, 4.75 mmol) was added slowly and the slurry was allowed to reach room temperature. After 12 h, the solvent was removed under reduced pressure and the residue taken up in ether and filtrated. Purification by column chromatography (SiO2; 1% methanol in dichloromethane) gave the pure... Reactants: CC1=CC(NC2=CC=C(C=C12)O)=O (4-methyl-6-hydroxy-carbostyril), C1(=CC=CC=C1)S(=O)CCCCBr (4-phenylsulfinyl-butyl bromide). Yields the product CC1=CC(NC2=CC=C(C=C12)OCCCCS(=O)C1=CC=CC=C1)=O (4-Methyl-6-(4-phenylsulfinyl-butoxy)-carbostyril). As a reaction SMILES: [CH3:1][C:2]1[C:11]2[C:6](=[CH:7][CH:8]=[C:9]([OH:12])[CH:10]=2)[NH:5][C:4](=[O:13])[CH:3]=1.[C:14]1([S:20]([CH2:22][CH2:23][CH2:24][CH2:25]Br)=[O:21])[CH:19]=[CH:18][CH:17]=[CH:16][CH:15]=1>>[CH3:1][C:2]1[C:11]2[C:6](=[CH:7][CH:8]=[C:9]([O:12][CH2:25][CH2:24][CH2:23][CH2:22][S:20]([C:14]3[CH:19]=[CH:18][CH:17]=[CH:16][CH:15]=3)=[O:21])[CH:10]=2)[NH:5][C:4](=[O:13])[CH:3]=1. Procedure details: Prepared analogous to Example 140 from 4-methyl-6-hydroxy-carbostyril (m.p. 326°-330° C.) and 4-phenylsulfinyl-butyl bromide.